Dataset: the Open Reaction Database (ORD), a public repository of structured organic reaction records. Task: describe an organic reaction: reactants, conditions, products, and yield Starting materials: ClC1=NC(=NC(=C1)CN1C(C=2C(C1=O)=CC=CC2)=O)OC (4-chloro-2-methoxy-6-phthalimidomethylpyrimidine), COC1=NC(=CC(=N1)OC)CN1C(C=2C(C1=O)=CC=CC2)=O (2,4-dimethoxy-6-phthalimidomethylpyrimidine), ClC1=NC(=NC(=C1)CN1C(C=2C(C1=O)=CC=CC2)=O)SC (4-chloro-2-methlythio-6-phthalimidomethylpyrimidine), C[S-].[Na+] (sodium methanethiolate). Yields the product CSC1=NC(=CC(=N1)SC)CN1C(C=2C(C1=O)=CC=CC2)=O (2,4-bis(methylthio)-6-phthalimidomethylpyrimidine). As a reaction SMILES: ClC1C=C(CN2C(=O)C3=CC=CC=C3C2=O)N=C(OC)N=1.COC1N=C(OC)C=C(CN2C(=O)C3=CC=CC=C3C2=O)N=1.Cl[C:45]1[CH:50]=[C:49]([CH2:51][N:52]2[C:56](=[O:57])[C:55]3=[CH:58][CH:59]=[CH:60][CH:61]=[C:54]3[C:53]2=[O:62])[N:48]=[C:47]([S:63][CH3:64])[N:46]=1.[CH3:65][S-:66].[Na+]>>[CH3:64][S:63][C:47]1[N:46]=[C:45]([S:66][CH3:65])[CH:50]=[C:49]([CH2:51][N:52]2[C:56](=[O:57])[C:55]3=[CH:58][CH:59]=[CH:60][CH:61]=[C:54]3[C:53]2=[O:62])[N:48]=1 |f:3.4|. Reported procedure: Using the above method, 4-chloro-2-methoxy-6-phthalimidomethylpyrimidine could be converted to 2,4-dimethoxy-6-phthalimidomethylpyrimidine. Similarly, 4-chloro-2-methlythio-6-phthalimidomethylpyrimidine was reacted with sodium methanethiolate to provide 2,4-bis(methylthio)-6-phthalimidomethylpyrimidine, identical in all respects with the compound prepared in Example 1, part D. Starting materials: COC(=O)C1=NC=C(N=C1)O (5-hydroxy-pyrazine-2-carboxylic acid methyl ester), P(=O)(Br)(Br)Br (phosphorous oxybromide). Run in CO (methanol). Yields the product COC(=O)C1=NC=C(N=C1)Br (5-Bromo-pyrazine-2-carboxylic acid methyl ester). Reaction SMILES: [CH3:1][O:2][C:3]([C:5]1[CH:10]=[N:9][C:8](O)=[CH:7][N:6]=1)=[O:4].P(Br)(Br)([Br:14])=O>CO>[CH3:1][O:2][C:3]([C:5]1[CH:10]=[N:9][C:8]([Br:14])=[CH:7][N:6]=1)=[O:4]. Procedure details: A solution of 5-hydroxy-pyrazine-2-carboxylic acid methyl ester (2.56 g, 16.61 mmol) in phosphorous oxybromide 9.9 g, 34.9 mmol) were heated at 90° C. for 70 mins. The reaction was allowed to cool and the resulting solid carefully dissolved in methanol and then the solvent was evaporated in vacuo. The residue was partitioned between EtOAc and sat. NaHCO3 and the organic extracts were washed with brine, dried (Na2SO4) and evaporated in vacuo. The residue was chromatographed (silica gel, EtOAc:Hex... Starting materials: COC(C(C=O)Cl)=O (2-chloro-3-oxo-propionic acid methyl ester), NC(=S)N (thiourea), C (norit). Run in O (water). Yields the product COC(=O)C1=CN=C(S1)N (2-amino-thiazole-5-carboxylic acid methyl ester). Isolated yield 44.2%. As a reaction SMILES: [CH3:1][O:2][C:3](=[O:8])[CH:4](Cl)[CH:5]=O.[NH2:9][C:10]([NH2:12])=[S:11].C>O>[CH3:1][O:2][C:3]([C:4]1[S:11][C:10]([NH2:12])=[N:9][CH:5]=1)=[O:8]. Procedure details: A mixture of 2.4 g of 2-chloro-3-oxo-propionic acid methyl ester (8-2), water 20 ml and 1.75 g of thiourea was refluxed for 2 hours. The mixture was cooled to room temperature and 0.25 g of norit was added and filtered. A solution of 2.5N sodium hydroxide was added to the filtrate until neutral pH. The filtration yielded 1.23 g (44%) of 2-amino-thiazole-5-carboxylic acid methyl ester (8-3). As a reaction SMILES: [CH3:1][S:2](=[O:3])(=[O:4])[c:5]1[n:6][cH:7][cH:8][c:9](-[n:11]2[cH:12][n:13][c:14]3[c:15]2[cH:16][cH:17][cH:18][cH:19]3)[n:10]1.[N+:20](=[O:21])([O-:22])[c:23]1[cH:24][c:25]([CH2:26][NH2:27])[cH:28][cH:29][cH:30]1>>[c:5]1([NH:27][CH2:26][c:25]2[cH:24][c:23]([N+:20](=[O:21])[O-:22])[cH:30][cH:29][cH:28]2)[n:6][cH:7][cH:8][c:9](-[n:11]2[cH:12][n:13][c:14]3[c:15]2[cH:16][cH:17][cH:18][cH:19]3)[n:10]1. The product is O=[N+]([O-])c1cccc(CNc2nccc(-n3cnc4ccccc43)n2)c1. Reactants: CS(=O)(=O)c1nccc(-n2cnc3ccccc32)n1, NCc1cccc([N+](=O)[O-])c1. Reactants: CCn1c(-c2nonc2N)nc2cncc(Br)c21, [Li]CCCC, CN(C)C=O, C1CCOC1. Product: CCn1c(-c2nonc2N)nc2cncc(C=O)c21. RXN SMILES: [Br:1][c:2]1[c:3]2[c:4]([cH:5][n:6][cH:7]1)[n:8][c:9](-[c:13]1[c:14]([NH2:18])[n:15][o:16][n:17]1)[n:10]2[CH2:11][CH3:12].[CH2:19]([Li:20])[CH2:21][CH2:22][CH3:23].[CH3:24][N:25]([CH:26]=[O:27])[CH3:28].[O:29]1[CH2:30][CH2:31][CH2:32][CH2:33]1>>[c:2]1([CH:26]=[O:27])[c:3]2[c:4]([cH:5][n:6][cH:7]1)[n:8][c:9](-[c:13]1[c:14]([NH2:18])[n:15][o:16][n:17]1)[n:10]2[CH2:11][CH3:12]. Reactants: [Br-], [Br-], CC(=O)c1ccccc1, C=Cc1cccc([Mg+])c1, C=Cc1ccccc1, [Cl-], [Mg], [NH4+], C1CCOC1. The product is C=Cc1cccc(C(C)(O)c2ccccc2)c1. Reaction SMILES: [Br-:11].[Br-:2].[CH3:21][C:22](=[O:23])[c:24]1[cH:25][cH:26][cH:27][cH:28][cH:29]1.[CH:12]([c:13]1[cH:14][c:15]([Mg+:16])[cH:17][cH:18][cH:19]1)=[CH2:20].[CH:3](=[CH2:4])[c:5]1[cH:6][cH:7][cH:8][cH:9][cH:10]1.[Cl-:30].[Mg:1].[NH4+:31].[O:32]1[CH2:33][CH2:34][CH2:35][CH2:36]1>>[CH:3](=[CH2:4])[c:5]1[cH:6][cH:7][cH:8][c:9]([C:22]([CH3:21])([OH:23])[c:24]2[cH:25][cH:26][cH:27][cH:28][cH:29]2)[cH:10]1. Starting materials: BrC1=NC=CC=C1C(CCCC1=CC=CC=C1)O (1-(2-bromo-pyridin-3-yl)-4-phenyl-butan-1-ol), C(C)OC(CC1(CC1)C1=CC=C(C=C1)C1=CC=C(C=C1)B1OC(C(O1)(C)C)(C)C)=O ({1-[4′-(4,4,5,5-tetramethyl-[1,3,2]dioxaborolan-2-yl)-biphenyl-4-yl]-cyclopropyl}-acetic acid ethyl ester). Product: C(C)OC(CC1(CC1)C1=CC=C(C=C1)C1=CC=C(C=C1)C1=NC=CC=C1C(CCCC1=CC=CC=C1)O)=O ((1-{4′-[3-(1-Hydroxy-4-phenyl-butyl)-pyridin-2-yl]-biphenyl-4-yl}-cyclopropyl)-acetic acid ethyl ester). Reaction SMILES: Br[C:2]1[C:7]([CH:8]([OH:18])[CH2:9][CH2:10][CH2:11][C:12]2[CH:17]=[CH:16][CH:15]=[CH:14][CH:13]=2)=[CH:6][CH:5]=[CH:4][N:3]=1.[CH2:19]([O:21][C:22](=[O:48])[CH2:23][C:24]1([C:27]2[CH:32]=[CH:31][C:30]([C:33]3[CH:38]=[CH:37][C:36](B4OC(C)(C)C(C)(C)O4)=[CH:35][CH:34]=3)=[CH:29][CH:28]=2)[CH2:26][CH2:25]1)[CH3:20]>>[CH2:19]([O:21][C:22](=[O:48])[CH2:23][C:24]1([C:27]2[CH:28]=[CH:29][C:30]([C:33]3[CH:38]=[CH:37][C:36]([C:2]4[C:7]([CH:8]([OH:18])[CH2:9][CH2:10][CH2:11][C:12]5[CH:17]=[CH:16][CH:15]=[CH:14][CH:13]=5)=[CH:6][CH:5]=[CH:4][N:3]=4)=[CH:35][CH:34]=3)=[CH:31][CH:32]=2)[CH2:25][CH2:26]1)[CH3:20]. Reported procedure: Prepared according to the procedure described in Example 1, Step 2, using the following starting materials: 1-(2-bromo-pyridin-3-yl)-4-phenyl-butan-1-ol and {1-[4′-(4,4,5,5-tetramethyl-[1,3,2]dioxaborolan-2-yl)-biphenyl-4-yl]-cyclopropyl}-acetic acid ethyl ester. Reactants: ClC1=NC=2N(C(=C1)Cl)N=CC2 (5,7-dichloropyrazolo(1,5-a)pyrimidine), BrN1C(CCC1=O)=O (N-bromosuccinimide). The solvent is C(Cl)(Cl)Cl (chloroform). Conditions: time 12 hour. Product: BrC=1C=NN2C1N=C(C=C2Cl)Cl (3-Bromo-5,7-dichloropyrazolo(1,5-a)pyrimidine). The yield is 99.3%. RXN SMILES: [Cl:1][C:2]1[CH:7]=[C:6]([Cl:8])[N:5]2[N:9]=[CH:10][CH:11]=[C:4]2[N:3]=1.[Br:12]N1C(=O)CCC1=O>C(Cl)(Cl)Cl>[Br:12][C:11]1[CH:10]=[N:9][N:5]2[C:6]([Cl:8])=[CH:7][C:2]([Cl:1])=[N:3][C:4]=12. Procedure details: To a solution of 5.3 g of 5,7-dichloropyrazolo(1,5-a)pyrimidine in 70 ml of chloroform was added portionwise 6 g of N-bromosuccinimide while keeping the temperature below 40° C. The resulting solution was refluxed for 30 minutes and was then stirred at room temperature for 12 hours. The suspension was then filtered. The filtrate was washed with 50 ml of cold 10% sodium hydroxide aqueous solution twice and was then dried over MgSO4. The chloroform solution was then concentrated under reduced pres... Reactants: Oc1cccc(Br)c1, CC(=O)Cl, ClCCl, O, c1ccncc1. Product: CC(=O)Oc1cccc(Br)c1. As a reaction SMILES: [Br:5][c:6]1[cH:7][c:8]([OH:12])[cH:9][cH:10][cH:11]1.[CH3:1][C:2]([Cl:3])=[O:4].[Cl:20][CH2:21][Cl:22].[OH2:19].[cH:13]1[cH:14][cH:15][n:16][cH:17][cH:18]1>>[CH3:1][C:2](=[O:4])[O:12][c:8]1[cH:7][c:6]([Br:5])[cH:11][cH:10][cH:9]1. Reactants: CS(=O)(=O)Cl (methanesulfonyl chloride), C1(=CC=CC=C1)C1(C=CCC=C1)CCO (1-phenyl-2,5-cyclohexadien-1-ethanol), N1=CC=CC=C1 (pyridine). The solvent is O (water). Yields the product C1(=CC=CC=C1)C1(C=CCC=C1)CCOS(=O)(=O)C (methansulfonic acid 2-(1-phenyl-2,5-cyclohexadien-1-yl)-ethyl ester). RXN SMILES: [CH3:1][S:2](Cl)(=[O:4])=[O:3].[C:6]1([C:12]2([CH2:18][CH2:19][OH:20])[CH:17]=[CH:16][CH2:15][CH:14]=[CH:13]2)[CH:11]=[CH:10][CH:9]=[CH:8][CH:7]=1.N1C=CC=CC=1>O>[C:6]1([C:12]2([CH2:18][CH2:19][O:20][S:2]([CH3:1])(=[O:4])=[O:3])[CH:17]=[CH:16][CH2:15][CH:14]=[CH:13]2)[CH:11]=[CH:10][CH:9]=[CH:8][CH:7]=1. Procedure details: 18.6 g. of methanesulfonyl chloride are added dropwise while stirring and cooling with ice to a solution of 27 g. of 1-phenyl-2,5-cyclohexadien-1-ethanol in 270 ml. of absolute pyridine. After stirring at room temperature for 3 hours, about 250 ml. of water are added. The separated product is filtered off under suction, washed with water and dried. The crude product is recrystallized from benzene/hexane, there being obtained methansulfonic acid 2-(1-phenyl-2,5-cyclohexadien-1-yl)-ethyl ester as ...